From a dataset of the Open Reaction Database (ORD), a public repository of structured organic reaction records. describe an organic reaction: reactants, conditions, products, and yield Reactants: C(#N)C=1C=C(C(=NC1C1=CNC2=NC=C(C=C21)F)NC(CC(=O)OC)C2(CCCC2)C)F (racemic methyl 3-(5-cyano-3-fluoro-6-(5-fluoro-1H-pyrrolo[2,3-b]pyridin-3-yl)pyridin-2-ylamino)-3-(1-methylcyclopentyl)propanoate), C(#N)C=1C=C(C(=NC1C1=CNC2=NC=C(C=C21)F)N[C@H](CC(=O)OC)C2(CCCC2)C)F ((R)-methyl 3-(5-cyano-3-fluoro-6-(5-fluoro-1H-pyrrolo[2,3-b]pyridin-3-yl)pyridin-2-ylamino)-3-(1-methylcyclopentyl)propanoate), [OH-].[Li+] (lithium hydroxide). Run in C1CCOC1 (THF), O (H2O). Reaction conditions: temperature 70 celsius, time 8 hour. Product: C(#N)C=1C=C(C(=NC1C1=CNC2=NC=C(C=C21)F)N[C@H](CC(=O)O)C2(CCCC2)C)F ((R)-3-(5-cyano-3-fluoro-6-(5-fluoro-1H-pyrrolo[2,3-b]pyridin-3-yl)pyridin-2-ylamino)-3-(1-methylcyclopentyl)propanoic acid). RXN SMILES: [C:1]([C:3]1[CH:4]=[C:5]([F:32])[C:6]([NH:19][CH:20]([C:26]2([CH3:31])[CH2:30][CH2:29][CH2:28][CH2:27]2)[CH2:21][C:22]([O:24]C)=[O:23])=[N:7][C:8]=1[C:9]1[C:17]2[C:12](=[N:13][CH:14]=[C:15]([F:18])[CH:16]=2)[NH:11][CH:10]=1)#[N:2].C(C1C=C(F)C(N[C@@H](C2(C)CCCC2)CC(OC)=O)=NC=1C1C2C(=NC=C(F)C=2)NC=1)#N.[OH-].[Li+]>C1COCC1.O>[C:1]([C:3]1[CH:4]=[C:5]([F:32])[C:6]([NH:19][C@@H:20]([C:26]2([CH3:31])[CH2:27][CH2:28][CH2:29][CH2:30]2)[CH2:21][C:22]([OH:24])=[O:23])=[N:7][C:8]=1[C:9]1[C:17]2[C:12](=[N:13][CH:14]=[C:15]([F:18])[CH:16]=2)[NH:11][CH:10]=1)#[N:2] |f:2.3|. Reported procedure: To a solution of racemic methyl 3-(5-cyano-3-fluoro-6-(5-fluoro-1H-pyrrolo[2,3-b]pyridin-3-yl)pyridin-2-ylamino)-3-(1-methylcyclopentyl)propanoate, 145a, (0.090 g, 0.204 mmol) in THF (30 mL) was added a solution of lithium hydroxide (0.035 g, 0.819 mmol) in H2O (10 mL). The reaction mixture was stirred at 70° C. overnight. The organic phase was removed under reduced pressure and the resulting residue was purified by preparatory HPLC. The appropriate HPLC fractions were extracted with EtOAc, and ... Product: OC(CNCCCCCCCCCCCC)CN(CC(CNCCCCCCCCCCCC)O)CCO (15,19-dihydroxy-17-hydroxyethyl-13,17,21-triazatritriacontane). Reported procedure: A reactor was charged with 280 g (1.51 moles) of dodecylamine and 100 g of xylene, and the contents were heated to 70° C. To the contents, a solution with 38.5 g (0.18 mole) of N,N-bis(3-chloro-2-hydroxypropyl)hydroxyethylamine dissolved in 20 g of xylene was added dropwise over 30 minutes. The resultant mixture was aged further for 4 hours. Thereafter, xylene was distilled off under reduced pressure, and unreacted dodecylamine was then distilled off at 100° C. and 0.5 mmHg. The residue was subj... Reactants: C(CCCCCCCCCCC)N (dodecylamine), ClCC(CN(CC(CCl)O)CCO)O (N,N-bis(3-chloro-2-hydroxypropyl)hydroxyethylamine), resultant mixture. As a reaction SMILES: [CH2:1]([NH2:13])[CH2:2][CH2:3][CH2:4][CH2:5][CH2:6][CH2:7][CH2:8][CH2:9][CH2:10][CH2:11][CH3:12].Cl[CH2:15][CH:16]([OH:27])[CH2:17][N:18]([CH2:24][CH2:25][OH:26])[CH2:19][CH:20]([OH:23])[CH2:21]Cl>C1(C)C(C)=CC=CC=1>[OH:27][CH:16]([CH2:17][N:18]([CH2:24][CH2:25][OH:26])[CH2:19][CH:20]([OH:23])[CH2:21][NH:13][CH2:1][CH2:2][CH2:3][CH2:4][CH2:5][CH2:6][CH2:7][CH2:8][CH2:9][CH2:10][CH2:11][CH3:12])[CH2:15][NH:13][CH2:1][CH2:2][CH2:3][CH2:4][CH2:5][CH2:6][CH2:7][CH2:8][CH2:9][CH2:10][CH2:11][CH3:12]. Yield: 77.2%. Solvent: C=1(C(=CC=CC1)C)C (xylene), C=1(C(=CC=CC1)C)C (xylene). Run at temperature 70 celsius.